Dataset: the Open Reaction Database (ORD), a public repository of structured organic reaction records. Task: describe an organic reaction: reactants, conditions, products, and yield Reactants: COc1ccc(CN(Cc2ccc(OC)cc2)c2nc(C)nc(-c3cc(C(O)c4ccc(S(=O)(=O)N(C)C)cc4)cnc3Nc3ccc(OC)nc3)n2)cc1, CS(=O)(=O)Cl, CCOC(C)=O, ClCCl, C1COCCO1, O, c1ccncc1. The product is COc1ccc(CN(Cc2ccc(OC)cc2)c2nc(C)nc(-c3cc(C(OS(C)(=O)=O)c4ccc(S(=O)(=O)N(C)C)cc4)cnc3Nc3ccc(OC)nc3)n2)cc1. As a reaction SMILES: [CH3:1][O:2][c:3]1[cH:4][cH:5][c:6]([CH2:7][N:8]([c:9]2[n:10][c:11](-[c:16]3[cH:17][c:18]([CH:31]([c:32]4[cH:33][cH:34][c:35]([S:38](=[O:39])(=[O:40])[N:41]([CH3:42])[CH3:43])[cH:36][cH:37]4)[OH:44])[cH:19][n:20][c:21]3[NH:22][c:23]3[cH:24][n:25][c:26]([O:29][CH3:30])[cH:27][cH:28]3)[n:12][c:13]([CH3:15])[n:14]2)[CH2:45][c:46]2[cH:47][cH:48][c:49]([O:52][CH3:53])[cH:50][cH:51]2)[cH:54][cH:55]1.[CH3:62][S:63]([Cl:64])(=[O:65])=[O:66].[CH3:71][CH2:72][O:73][C:74]([CH3:75])=[O:76].[Cl:67][CH2:68][Cl:69].[O:77]1[CH2:78][CH2:79][O:80][CH2:81][CH2:82]1.[OH2:70].[cH:56]1[cH:57][cH:58][n:59][cH:60][cH:61]1>>[CH3:1][O:2][c:3]1[cH:4][cH:5][c:6]([CH2:7][N:8]([c:9]2[n:10][c:11](-[c:16]3[cH:17][c:18]([CH:31]([c:32]4[cH:33][cH:34][c:35]([S:38](=[O:39])(=[O:40])[N:41]([CH3:42])[CH3:43])[cH:36][cH:37]4)[O:44][S:63]([CH3:62])(=[O:65])=[O:66])[cH:19][n:20][c:21]3[NH:22][c:23]3[cH:24][n:25][c:26]([O:29][CH3:30])[cH:27][cH:28]3)[n:12][c:13]([CH3:15])[n:14]2)[CH2:45][c:46]2[cH:47][cH:48][c:49]([O:52][CH3:53])[cH:50][cH:51]2)[cH:54][cH:55]1. Starting materials: ClC=1C=C2C=C(NC2=CC1Cl)C1=CC=C(C(=O)O)C=C1 (4-(5,6-dichloro-1H-indol-2-yl) benzoic acid), CCN=C=NCCCN(C)C (WSC), C1=CC2=C(N=C1)N(N=N2)O (HOAT), NC1CC(N(C(C1)(C)C)C)(C)C (4-amino-1,2,2,6,6-pentamethylpiperidine), CCN(C(C)C)C(C)C (DIEA), [OH-].[Na+] (NaOH). The solvent is CN(C)C=O (DMF). Reaction conditions: time 16 hour. The product is ClC=1C=C2C=C(NC2=CC1Cl)C1=CC=C(C(=O)NC2CC(N(C(C2)(C)C)C)(C)C)C=C1 (4-(5,6-Dichloro-1H-indol-2-yl)-N-(1,2,2,6,6-pentamethypiperidin-4-yl)benzamide). The yield is 92.7%. RXN SMILES: [Cl:1][C:2]1[CH:3]=[C:4]2[C:8](=[CH:9][C:10]=1[Cl:11])[NH:7][C:6]([C:12]1[CH:20]=[CH:19][C:15]([C:16](O)=[O:17])=[CH:14][CH:13]=1)=[CH:5]2.CCN=C=NCCCN(C)C.C1C=NC2N(O)N=NC=2C=1.[NH2:42][CH:43]1[CH2:48][C:47]([CH3:50])([CH3:49])[N:46]([CH3:51])[C:45]([CH3:53])([CH3:52])[CH2:44]1.CCN(C(C)C)C(C)C.[OH-].[Na+]>CN(C=O)C>[Cl:1][C:2]1[CH:3]=[C:4]2[C:8](=[CH:9][C:10]=1[Cl:11])[NH:7][C:6]([C:12]1[CH:20]=[CH:19][C:15]([C:16]([NH:42][CH:43]3[CH2:44][C:45]([CH3:52])([CH3:53])[N:46]([CH3:51])[C:47]([CH3:50])([CH3:49])[CH2:48]3)=[O:17])=[CH:14][CH:13]=1)=[CH:5]2 |f:5.6|. Reported procedure: A mixture of) of 4-(5,6-dichloro-1H-indol-2-yl) benzoic acid (0.25 g, 0.82 mmol), WSC (0.156 g, 0.82 mmol), HOAT (0.11 g, 0.82 mmol), 4-amino-1,2,2,6,6-pentamethylpiperidine (0.209 g, 1.2 mmol), DIEA (0.212 g, 1.2 mmol) in DMF (3 ml) was stirred at room temperature for 16 h. The mixture was then poured on water, made basic by NaOH N and extracted with ethyl acetate. The organic solution was washed with water, dried over MgSO4, concentrated in vacuo, and the residue was purified by column chromat... Starting materials: C(C)(C)(C)OC(CN1C(N(C2=C1C=CC=C2)CC2=NC1=C(N2CCC(C)C)C=CC(=C1)C(N)=N)=O)=O ({3-[5-carbamimidoyl-1-(3-methyl-butyl)-1H-benzoimidazol-2-ylmethyl]-2-oxo-2,3-dihydro-benzoimidazol-1-yl}-acetic acid tert-butyl ester), ONC(=N)C1=CC=2C(=NN(N2)CC2=NC3=C(N2CCC(C)C)C=CC(=C3)C(NO)=N)C=C1 (N-Hydroxy-2-[5-(N-hydroxycarbamimidoyl)-1-(3-methyl-butyl)-1H-benzoimidazol-2-ylmethyl]-2H-benzotriazole-5-carboxamidine). Yields the product C(N)(=N)C1=CC2=C(N(C(=N2)CN2N=C3C(=N2)C=CC(=C3)C(=N)N)CCC(C)C)C=C1 (2-[5-Carbamimidoyl-1-(3-methyl-butyl)-1H-benzoimidazol-2-ylmethyl]-2H-benzotriazole-5-carboxamidine). Reaction SMILES: C(OC(=O)CN1C2C=CC=CC=2N(CC2N(CCC(C)C)C3C=CC(C(=N)N)=CC=3N=2)C1=O)(C)(C)C.O[NH:38][C:39]([C:41]1[CH:68]=[CH:67][C:44]2=[N:45][N:46]([CH2:48][C:49]3[N:53]([CH2:54][CH2:55][CH:56]([CH3:58])[CH3:57])[C:52]4[CH:59]=[CH:60][C:61]([C:63](=[NH:66])[NH:64]O)=[CH:62][C:51]=4[N:50]=3)[N:47]=[C:43]2[CH:42]=1)=[NH:40]>>[C:63]([C:61]1[CH:60]=[CH:59][C:52]2[N:53]([CH2:54][CH2:55][CH:56]([CH3:57])[CH3:58])[C:49]([CH2:48][N:46]3[N:45]=[C:44]4[CH:67]=[CH:68][C:41]([C:39]([NH2:40])=[NH:38])=[CH:42][C:43]4=[N:47]3)=[N:50][C:51]=2[CH:62]=1)(=[NH:64])[NH2:66]. Procedure: 2-[5-Carbamimidoyl-1-(3-methyl-butyl)-1H-benzoimidazol-2-ylmethyl]-2H-benzotriazole-5-carboxamidine was prepared as described for {3-[5-carbamimidoyl-1-(3-methyl-butyl)-1H-benzoimidazol-2-ylmethyl]-2-oxo-2,3-dihydro-benzoimidazol-1-yl}-acetic acid tert-butyl ester using N-Hydroxy-2-[5-(N-hydroxycarbamimidoyl)-1-(3-methyl-butyl)-1H-benzoimidazol-2-ylmethyl]-2H-benzotriazole-5-carboxamidine. Reactants: CC(=O)O[BH-](OC(C)=O)OC(C)=O, CC(=O)O, O=Cc1cccc(-c2ccc(Cl)cc2)c1, CC(Cl)Cl, NCc1ccc(F)cc1, [Na+]. Product: Fc1ccc(CNCc2cccc(-c3ccc(Cl)cc3)c2)cc1. RXN SMILES: [C:29]([O:30][BH-:31]([O:32][C:33](=[O:34])[CH3:35])[O:36][C:37](=[O:38])[CH3:39])(=[O:40])[CH3:41].[CH3:25][C:26](=[O:27])[OH:28].[Cl:10][c:11]1[cH:12][cH:13][c:14](-[c:17]2[cH:18][c:19]([CH:23]=[O:24])[cH:20][cH:21][cH:22]2)[cH:15][cH:16]1.[Cl:43][CH:44]([Cl:45])[CH3:46].[F:1][c:2]1[cH:3][cH:4][c:5]([CH2:8][NH2:9])[cH:6][cH:7]1.[Na+:42]>>[F:1][c:2]1[cH:3][cH:4][c:5]([CH2:8][NH:9][CH2:23][c:19]2[cH:18][c:17](-[c:14]3[cH:13][cH:12][c:11]([Cl:10])[cH:16][cH:15]3)[cH:22][cH:21][cH:20]2)[cH:6][cH:7]1. Starting materials: COCCOCC(=O)Cl, CCN(C(C)C)C(C)C, ClCCl, Cc1ccc(-n2nc(C(C)(C)C)cc2NC(=O)Nc2ccc(OCc3ccncc3N)c3ccccc23)cc1, CN(C)C=O. The product is COCCOCC(=O)Nc1cnccc1COc1ccc(NC(=O)Nc2cc(C(C)(C)C)nn2-c2ccc(C)cc2)c2ccccc12. RXN SMILES: [CH3:49][O:50][CH2:51][CH2:52][O:53][CH2:54][C:55](=[O:56])[Cl:57].[CH:40]([N:41]([CH2:42][CH3:43])[CH:44]([CH3:45])[CH3:46])([CH3:47])[CH3:48].[Cl:58][CH2:59][Cl:60].[NH2:1][c:2]1[cH:3][n:4][cH:5][cH:6][c:7]1[CH2:8][O:9][c:10]1[cH:11][cH:12][c:13]([NH:20][C:21](=[O:22])[NH:23][c:24]2[cH:25][c:26]([C:36]([CH3:37])([CH3:38])[CH3:39])[n:27][n:28]2-[c:29]2[cH:30][cH:31][c:32]([CH3:35])[cH:33][cH:34]2)[c:14]2[cH:15][cH:16][cH:17][cH:18][c:19]12.[O:61]=[CH:62][N:63]([CH3:64])[CH3:65]>>[NH:1]([c:2]1[cH:3][n:4][cH:5][cH:6][c:7]1[CH2:8][O:9][c:10]1[cH:11][cH:12][c:13]([NH:20][C:21](=[O:22])[NH:23][c:24]2[cH:25][c:26]([C:36]([CH3:37])([CH3:38])[CH3:39])[n:27][n:28]2-[c:29]2[cH:30][cH:31][c:32]([CH3:35])[cH:33][cH:34]2)[c:14]2[cH:15][cH:16][cH:17][cH:18][c:19]12)[C:55]([CH2:54][O:53][CH2:52][CH2:51][O:50][CH3:49])=[O:56]. Starting materials: [N+](=O)([O-])C1=CC=C2C(=NNC2=C1)C=O (6-nitro-1H-indazole-3-carbaldehyde), [AlH4-].[Li+] (Lithium tetrahydroaluminate), O (Water), [OH-].[Na+] (NaOH), O (water). The solvent is C1CCOC1 (THF). Reaction conditions: time 8 hour. The product is NC1=CC=C2C(=NNC2=C1)CO ((6-amino-1H-indazol-3-yl)methanol). Reaction SMILES: [N+:1]([C:4]1[CH:12]=[C:11]2[C:7]([C:8]([CH:13]=[O:14])=[N:9][NH:10]2)=[CH:6][CH:5]=1)([O-])=O.[AlH4-].[Li+].O.[OH-].[Na+]>C1COCC1>[NH2:1][C:4]1[CH:12]=[C:11]2[C:7]([C:8]([CH2:13][OH:14])=[N:9][NH:10]2)=[CH:6][CH:5]=1 |f:1.2,4.5|. Procedure: 6-nitro-1H-indazole-3-carbaldehyde (500 mg, 0.003 mol) was dissolved in 50 mL THF. Lithium tetrahydroaluminate (400 mg, 0.01 mol) was added in 3 portions and the reaction mixture was stirred at room temperature overnight. Water (400 μL), 15% NaOH solution (400 μL), then water (1.2 mL) was added, and then the crystalline brown-yellow precipitate was filtered off. The filtrate was concentrate to an oil which was used directly in the next step without further purification. m/z=164.0. 1H NMR (d4-MeO... The reactants are O=C1NC2=CC=C(C=C2CC1)OCC(=O)OCC (ethyl 2-(2-oxo-1,2,3,4-tetrahydroquinolin-6-yloxy)acetate), O.NN (hydrazine hydrate). The solvent is C(C)O (ethanol). Conditions: temperature 80 celsius. Yields the product O=C1NC2=CC=C(C=C2CC1)OCC(=O)NN (2-(2-oxo-1,2,3,4-tetrahydroquinolin-6-yloxy)acetohydrazide), solid. The yield is 66.0%. As a reaction SMILES: [O:1]=[C:2]1[CH2:11][CH2:10][C:9]2[C:4](=[CH:5][CH:6]=[C:7]([O:12][CH2:13][C:14]([O:16]CC)=O)[CH:8]=2)[NH:3]1.O.[NH2:20][NH2:21]>C(O)C>[O:1]=[C:2]1[CH2:11][CH2:10][C:9]2[C:4](=[CH:5][CH:6]=[C:7]([O:12][CH2:13][C:14]([NH:20][NH2:21])=[O:16])[CH:8]=2)[NH:3]1 |f:1.2|. Procedure: To a stirred solution of ethyl 2-(2-oxo-1,2,3,4-tetrahydroquinolin-6-yloxy)acetate (0.4 g, 1.7 mmol) in ethanol (10 mL), hydrazine hydrate (0.9 g, 17 mmol) was added and the reaction was heated at 80° C. for two hours. The solid which formed was filtered and dried. 2-(2-oxo-1,2,3,4-tetrahydroquinolin-6-yloxy)acetohydrazide was obtained as a white solid (0.25 g, 66%) and was used in the next step without further purification. 1H NMR: 400 MHZ, DMSO-d6: δ 2.40 (t, J=7.20 Hz, 2H), 2.83 (t, J=8.40 Hz...